This data is from the Open Reaction Database (ORD), a public repository of structured organic reaction records. The task is: describe an organic reaction: reactants, conditions, products, and yield Reactants: CC1(OC[C@@H](N1C(=O)OCC1=CC=CC=C1)C(=O)OC)C (3-benzyl 4-methyl(4R)-2,2-dimethyl-1,3-oxazolidine-3,4-dicarboxylate), ethyl magnesium bromide diethyl ether, C(C)OCC (diethyl ether), [Cl-].[NH4+] (ammonium chloride). Reagents/catalysts: CC([O-])C.CC([O-])C.CC([O-])C.CC([O-])C.[Ti+4] (titanium tetraisopropoxide). Reaction conditions: time 8 hour. Product: OC1(CC1)[C@@H]1N(C(OC1)(C)C)C(=O)OCC1=CC=CC=C1 (benzyl(4R)-4-(1-hydroxycyclopropyl)-2,2-dimethyl-1,3-oxazolidine-3-carboxylate). Reaction SMILES: [CH3:1][C:2]1([CH3:21])[N:6]([C:7]([O:9][CH2:10][C:11]2[CH:16]=[CH:15][CH:14]=[CH:13][CH:12]=2)=[O:8])[C@@H:5]([C:17]([O:19]C)=O)[CH2:4][O:3]1.[Cl-].[NH4+].[CH2:24](OCC)[CH3:25]>CC(C)[O-].CC(C)[O-].CC(C)[O-].CC(C)[O-].[Ti+4]>[OH:19][C:17]1([C@H:5]2[CH2:4][O:3][C:2]([CH3:1])([CH3:21])[N:6]2[C:7]([O:9][CH2:10][C:11]2[CH:12]=[CH:13][CH:14]=[CH:15][CH:16]=2)=[O:8])[CH2:25][CH2:24]1 |f:1.2,4.5.6.7.8|. Reported procedure: To a solution of 3-benzyl 4-methyl(4R)-2,2-dimethyl-1,3-oxazolidine-3,4-dicarboxylate (6.66 g) and titanium tetraisopropoxide (3.33 mL) in diethyl ether (200 mL) was added dropwise 3M ethyl magnesium bromide diethyl ether solution (18.9 mL) over 20 min under ice-cooling. The reaction mixture was stirred at room temperature overnight, and to the reaction mixture was added saturated aqueous ammonium chloride solution. The precipitated solid was removed by filtration. The filtrate was extracted wit... Reactants: NC1=NN=NN1 (5-amino-1,2,3,4-tetrazole), C(C)C=1C=C2C=C(N=NC2=CC1)C(=O)Cl (6-ethylcinnolin-3-yl carbonyl chloride), O (water), N-hydrochloric acid. The solvent is N1=CC=CC=C1 (pyridine). Run at time 8 hour. The product is C(C)C=1C=C2C=C(N=NC2=CC1)C(=O)NC1=NN=NN1 (6-ethyl-N-(1,2,3,4-tetrazol-5-yl)cinnolin-3-yl carboxamide). Reaction SMILES: [NH2:1][C:2]1[NH:6][N:5]=[N:4][N:3]=1.[CH2:7]([C:9]1[CH:10]=[C:11]2[C:16](=[CH:17][CH:18]=1)[N:15]=[N:14][C:13]([C:19](Cl)=[O:20])=[CH:12]2)[CH3:8].O>N1C=CC=CC=1>[CH2:7]([C:9]1[CH:10]=[C:11]2[C:16](=[CH:17][CH:18]=1)[N:15]=[N:14][C:13]([C:19]([NH:1][C:2]1[NH:6][N:5]=[N:4][N:3]=1)=[O:20])=[CH:12]2)[CH3:8]. Procedure details: A solution of 5-amino-1,2,3,4-tetrazole (0.425 g.) in dry pyridine (10 ml.) was added to 6-ethylcinnolin-3-yl carbonyl chloride (1.1 g.). The resulting solution was kept at room temperature overnight, and water (50 ml.) and N-hydrochloric acid (50 ml.) were then added. The mixture was filtered, and the solid residue washed with water and crystallised from aqueous dimethylformamide to give 6-ethyl-N-(1,2,3,4-tetrazol-5-yl)cinnolin-3-yl carboxamide, m.p. over 250° C. Starting materials: CN(C1=CC=C(C=C1)S(=O)(=O)N1C=C(C=C1)/C=C/C(=O)O)C ((E)-3-[1-(4-dimethylamino-benzensulfonyl)-1H-pyrrol-3-yl)-acrylic acid), O1C(CCCC1)ON (O-(tetrahydro-2H-pyran-2-yl)hydroxylamine), Cl (HCl), CN(C1=CC=C(C=C1)S(=O)(=O)N1C=C(C=C1)/C=C/C(=O)O)C ((E)-3-[1-(4-dimethylamino-benzensulfonyl)-1H-pyrrol-3-yl)-acrylic acid), C=1C=CC2=C(C1)N=NN2O (HOBt). Solvent: C(C)N(CC)CC (triethylamine), O (H2O), CN(C)C=O (DMF), C(CCl)Cl (EDC). The product is CN(C1=CC=C(C=C1)S(=O)(=O)N1C=C(C=C1)/C=C/C(=O)NOC1OCCCC1)C ((E)-3-[1-(4-Dimethylamino-benzenesulfonyl)-1H-pyrrol-3-yl]-N-(tetrahydro-pyran-2-yloxy)-acrylamide). RXN SMILES: [CH3:1][N:2]([CH3:22])[C:3]1[CH:8]=[CH:7][C:6]([S:9]([N:12]2[CH:16]=[CH:15][C:14](/[CH:17]=[CH:18]/[C:19]([OH:21])=O)=[CH:13]2)(=[O:11])=[O:10])=[CH:5][CH:4]=1.C1C=CC2N(O)N=NC=2C=1.Cl.[O:34]1[CH2:39][CH2:38][CH2:37][CH2:36][CH:35]1[O:40][NH2:41]>C(Cl)CCl.CN(C=O)C.C(N(CC)CC)C.O>[CH3:22][N:2]([CH3:1])[C:3]1[CH:4]=[CH:5][C:6]([S:9]([N:12]2[CH:16]=[CH:15][C:14](/[CH:17]=[CH:18]/[C:19]([NH:41][O:40][CH:35]3[CH2:36][CH2:37][CH2:38][CH2:39][O:34]3)=[O:21])=[CH:13]2)(=[O:10])=[O:11])=[CH:7][CH:8]=1. Reported procedure: Starting materials: (E)-3-[1-(4-dimethylamino-benzensulfonyl)-1H-pyrrol-3-yl)-acrylic acid (compound B3) (0.150 g), HOBt?H2O (0.072 g), triethylamine (259 μl), DMF (10 ml), EDC?HCl (0.269 g), O-(tetrahydro-2H-pyran-2-yl)hydroxylamine (0.049 g). Reaction conditions: room temperature, 1 hour; room temperature, 17 hours.